Dataset: the Open Reaction Database (ORD), a public repository of structured organic reaction records. Task: describe an organic reaction: reactants, conditions, products, and yield Reactants: C(=O)=O (CO2), [Br-].[Li+] (lithium bromide), FC(C(F)(F)F)(C1(OC1)C(F)(F)F)F (2-pentafluoroethyl-2-trifluoromethyloxirane), epoxide, C(=O)=O (CO2). Solvent: CN1C(CCC1)=O (N-methylpyrrolidone). Reaction conditions: temperature 100 celsius. Product: C1(OC(CO1)(C(C(F)(F)F)(F)F)C(F)(F)F)=O (1-trifluoromethyl-1-pentafluoroethylethylene carbonate). The yield is 72.0%. Reaction SMILES: [Br-].[Li+].[F:3][C:4]([F:16])([C:9]1([C:12]([F:15])([F:14])[F:13])[CH2:11][O:10]1)[C:5]([F:8])([F:7])[F:6].[C:17](=[O:19])=[O:18]>CN1CCCC1=O>[C:17]1(=[O:18])[O:10][CH2:11][C:9]([C:12]([F:15])([F:14])[F:13])([C:4]([F:16])([F:3])[C:5]([F:8])([F:7])[F:6])[O:19]1 |f:0.1|. Procedure details: 73 mL N-methylpyrrolidone (NMP) was introduced into a 500-mL autoclave; 1.5 g (17 mmol) lithium bromide and 132 g (575 mmol) 2-pentafluoroethyl-2-trifluoromethyloxirane were charged; and the interior of the system was replaced with CO2 5 times. The reaction solution was heated to 100° C. and pressurization with CO2 at 0.8 MPa was performed until the starting epoxide had disappeared. After the reaction was finished, the reaction solution was returned to room temperature; quenching was performed w... The reactants are ClC1=CC=C(C(C(=O)O)=C1)O (5-chlorosalicylic acid), NC=1C=C(C=CC1)N1N=C(C=C1C1=CC=CC=C1)C(F)(F)F (1-(3-aminophenyl)-5-phenyl-3-(trifluoromethyl)pyrazole), raw materials. Product: ClC=1C=CC(=C(C(=O)NC2=CC(=CC=C2)N2N=C(C=C2C2=CC=CC=C2)C(F)(F)F)C1)O (5-Chloro-2-hydroxy-N-{3-[5-phenyl-3-(trifluoromethyl)pyrazol-1-yl]phenyl}-benzamide). Yield: 74.4%. RXN SMILES: [Cl:1][C:2]1[CH:10]=[C:6]([C:7]([OH:9])=O)[C:5]([OH:11])=[CH:4][CH:3]=1.[NH2:12][C:13]1[CH:14]=[C:15]([N:19]2[C:23]([C:24]3[CH:29]=[CH:28][CH:27]=[CH:26][CH:25]=3)=[CH:22][C:21]([C:30]([F:33])([F:32])[F:31])=[N:20]2)[CH:16]=[CH:17][CH:18]=1>>[Cl:1][C:2]1[CH:3]=[CH:4][C:5]([OH:11])=[C:6]([CH:10]=1)[C:7]([NH:12][C:13]1[CH:18]=[CH:17][CH:16]=[C:15]([N:19]2[C:23]([C:24]3[CH:29]=[CH:28][CH:27]=[CH:26][CH:25]=3)=[CH:22][C:21]([C:30]([F:33])([F:32])[F:31])=[N:20]2)[CH:14]=1)=[O:9]. Procedure: Using 5-chlorosalicylic acid and 1-(3-aminophenyl)-5-phenyl-3-(trifluoromethyl)pyrazole as the raw materials, the same operation as the Example 16 gave the title compound. The product is OC=1C(=NC=2C=CC3=C(C2N1)C(=CC=C3)[N+](=O)[O-])O (2,3-Dihydroxy-10-nitrobenzo(f)quinoxaline). Solvent: Cl (hydrochloric acid). RXN SMILES: C([NH:8][C:9]1[C:18]2[C:13](=[CH:14][CH:15]=[CH:16][C:17]=2[N+:19]([O-:21])=[O:20])[CH:12]=[CH:11][C:10]=1[NH:22][C:23]([C:25]([O:27]CC)=O)=[O:24])(C(OCC)=O)=O>Cl>[OH:27][C:25]1[C:23]([OH:24])=[N:22][C:10]2[CH:11]=[CH:12][C:13]3[CH:14]=[CH:15][CH:16]=[C:17]([N+:19]([O-:21])=[O:20])[C:18]=3[C:9]=2[N:8]=1. Conditions: time 2 hour. The reactants are C(=O)(C(=O)OCC)NC1=C(C=CC2=CC=CC(=C12)[N+](=O)[O-])NC(=O)C(=O)OCC (1,2-diethoxalylamino-8-nitro-naphthalene). Isolated yield 89.4%. Procedure details: A suspension of 1,2-diethoxalylamino-8-nitro-naphthalene (0.40 g, 1 mmol) in 20 ml of 4M hydrochloric acid was refluxed with stirring for 21/2 h. The mixture was cooled, and the product was filtered off, washed with water, and dried to give 0.23 g (88%) of the title compound. Starting materials: C1CCC2=NCCCN2CC1, COc1cc(OC)nc(NC(=O)O)n1, Cn1ncc(C2=CC(=O)CCC2)c1S(N)(=O)=O, CC#N, Cl, O. The product is COc1cc(OC)nc(NC(=O)NS(=O)(=O)c2c(C3=CC(=O)CCC3)cnn2C)n1. As a reaction SMILES: [CH2:32]1[CH2:33][CH2:34][C:35]2=[N:40][CH2:39][CH2:38][CH2:37][N:36]2[CH2:41][CH2:42]1.[CH3:18][O:19][c:20]1[n:21][c:22]([NH:28][C:29]([OH:30])=[O:31])[n:23][c:24]([O:26][CH3:27])[cH:25]1.[CH3:1][n:2]1[n:3][cH:4][c:5]([C:11]2=[CH:12][C:13](=[O:17])[CH2:14][CH2:15][CH2:16]2)[c:6]1[S:7](=[O:8])(=[O:9])[NH2:10].[CH3:44][C:45]#[N:46].[ClH:43].[OH2:47]>>[CH3:1][n:2]1[n:3][cH:4][c:5]([C:11]2=[CH:12][C:13](=[O:17])[CH2:14][CH2:15][CH2:16]2)[c:6]1[S:7](=[O:8])(=[O:9])[NH:10][C:29]([NH:28][c:22]1[n:21][c:20]([O:19][CH3:18])[cH:25][c:24]([O:26][CH3:27])[n:23]1)=[O:30]. Reactants: C1CO1 (ethylene oxide), [O-]C#N.[Na+] (sodium cyanate), C1NOCCC2=C1C=CC=C2 (1,2,4,5-tetrahydro-3,2-benzoxazepine), OCCN1CC2=C(CCO1)C=CC=C2 (2-(2-hydroxyethyl)-1,2,4,5-tetrahydro-3,2-benzoxazepine). The solvent is C(Cl)(Cl)Cl (chloroform), CO (methanol). Reaction conditions: time 8 hour. Product: C(N)(=O)OCCN1CC2=C(CCO1)C=CC=C2 (2-(2-Carbamyloxyethyl)-1,2,4,5-tetrahydro-3,2-benzoxazepine). Reaction SMILES: C1OC1.C1C2C=CC=CC=2CCON1.[OH:15][CH2:16][CH2:17][N:18]1[O:24][CH2:23][CH2:22][C:21]2[CH:25]=[CH:26][CH:27]=[CH:28][C:20]=2[CH2:19]1.[O-:29][C:30]#[N:31].[Na+]>C(Cl)(Cl)Cl.CO>[C:30]([O:15][CH2:16][CH2:17][N:18]1[O:24][CH2:23][CH2:22][C:21]2[CH:25]=[CH:26][CH:27]=[CH:28][C:20]=2[CH2:19]1)(=[O:29])[NH2:31] |f:3.4|. Reported procedure: 8 Grams of ethylene oxide was dissolved at room temperature in 80 ml. of methanol. To this solution, 8 mg. of 1,2,4,5-tetrahydro-3,2-benzoxazepine were added. After standing overnight, the reaction mixture was refluxed for one hour and then evaporated in vacuo. The residue was distilled at 120° C./0.1 mm Hg. giving 9.3 g. of 2-(2-hydroxyethyl)-1,2,4,5-tetrahydro-3,2-benzoxazepine. To 2.9 g. of the latter compound in 160 ml. of chloroform, 2.47 g. of sodium cyanate was added, then hydrogen chlori...